From a dataset of the Open Reaction Database (ORD), a public repository of structured organic reaction records. describe an organic reaction: reactants, conditions, products, and yield The reactants are S(=O)(=O)(C1=CC=C(C)C=C1)Cl (TsCl), S(=O)(=O)(C1=CC=C(C)C=C1)Cl (TsCl), C(C)OCC=1N(C2=C(C=NC=3C=CC=CC23)N1)CC1(CCC1)O (1-{[2-(ethoxymethyl)-1H-imidazo[4,5-c]quinolin-1-yl]methyl}cyclobutanol), C1=CC(=CC(=C1)Cl)C(=O)OO (m-CPBA), [OH-].[NH4+] (ammonium hydroxide). Run in ClCCl (dichloromethane). Reaction conditions: time 1 hour. Yields the product NC1=NC=2C=CC=CC2C2=C1N=C(N2CC2(CCC2)O)COCC (1-{[4-amino-2-(ethoxymethyl)-1H-imidazo[4,5-c]quinolin-1-yl]methyl}cyclobutanol). Yield: 43.0%. Reaction SMILES: [CH2:1]([O:3][CH2:4][C:5]1[N:6]([CH2:18][C:19]2([OH:23])[CH2:22][CH2:21][CH2:20]2)[C:7]2[C:16]3[CH:15]=[CH:14][CH:13]=[CH:12][C:11]=3[N:10]=[CH:9][C:8]=2[N:17]=1)[CH3:2].C1C=C(Cl)C=C(C(OO)=O)C=1.[OH-].[NH4+:36].S(Cl)(C1C=CC(C)=CC=1)(=O)=O>ClCCl>[NH2:36][C:9]1[C:8]2[N:17]=[C:5]([CH2:4][O:3][CH2:1][CH3:2])[N:6]([CH2:18][C:19]3([OH:23])[CH2:22][CH2:21][CH2:20]3)[C:7]=2[C:16]2[CH:15]=[CH:14][CH:13]=[CH:12][C:11]=2[N:10]=1 |f:2.3|. Procedure: To a solution of 1-{[2-(ethoxymethyl)-1H-imidazo[4,5-c]quinolin-1-yl]methyl}cyclobutanol (4.05 g, 13.0 mmol) in dichloromethane (85 mL) at rt was added m-CPBA (55%, 4.08 g, 13.0 mmol). After 1 h, concentrated ammonium hydroxide (85 mL) was added, followed by TsCl (2.73 g, 14.3 mmol). The reaction was stirred rapidly for 2 d. More TsCl (0.25 g) was added and the mixture was stirred one day more. The layers were separated. Water was added to the aqueous layer, which was extracted twice with dichlo...